Dataset: the Open Reaction Database (ORD), a public repository of structured organic reaction records. Task: describe an organic reaction: reactants, conditions, products, and yield Starting materials: CCCC(C1CCCCC1)n1cncc1C(=O)OC, Cl, [Na+], [OH-], O. Yields the product CCCC(C1CCCCC1)n1cncc1C(=O)O. As a reaction SMILES: [CH:1]1([CH:7]([CH2:8][CH2:9][CH3:10])[n:11]2[cH:12][n:13][cH:14][c:15]2[C:16](=[O:17])[O:18][CH3:19])[CH2:2][CH2:3][CH2:4][CH2:5][CH2:6]1.[ClH:22].[Na+:21].[OH-:20].[OH2:23]>>[CH:1]1([CH:7]([CH2:8][CH2:9][CH3:10])[n:11]2[cH:12][n:13][cH:14][c:15]2[C:16](=[O:17])[OH:18])[CH2:2][CH2:3][CH2:4][CH2:5][CH2:6]1. Reactants: CC(C)(C)c1ccc(-c2ccc(C(C)(C)C)cc2)cc1, C1CCOC1, Cc1ccccc1, CCCC1CCC(C2CCC(CCl)CC2)CC1, Cl, FC(F)=C(F)F, [Li]. Yields the product CCCC1CCC(C2CCC(CC(F)=C(F)F)CC2)CC1. Reaction SMILES: [C:1]([c:2]1[cH:3][cH:4][c:5](-[c:6]2[cH:7][cH:8][c:9]([C:10]([CH3:11])([CH3:12])[CH3:13])[cH:14][cH:15]2)[cH:16][cH:17]1)([CH3:18])([CH3:19])[CH3:20].[CH2:53]1[O:54][CH2:55][CH2:56][CH2:57]1.[CH3:46][c:47]1[cH:48][cH:49][cH:50][cH:51][cH:52]1.[Cl:22][CH2:23][CH:24]1[CH2:25][CH2:26][CH:27]([CH:30]2[CH2:31][CH2:32][CH:33]([CH2:36][CH2:37][CH3:38])[CH2:34][CH2:35]2)[CH2:28][CH2:29]1.[ClH:45].[F:39][C:40](=[C:41]([F:42])[F:43])[F:44].[Li:21]>>[CH2:23]([CH:24]1[CH2:25][CH2:26][CH:27]([CH:30]2[CH2:31][CH2:32][CH:33]([CH2:36][CH2:37][CH3:38])[CH2:34][CH2:35]2)[CH2:28][CH2:29]1)[C:41](=[C:40]([F:39])[F:44])[F:42]. The reactants are C=1C(=CC=C(C1)O)[C@H]2CC[C@@]3(OO[C@@]4(O3)C5CC6CC4CC(C5)C6)CC2 (OZ288), [OH-].[Na+] (NaOH), C(C)#N (acetonitrile), CS(=O)(=O)O (methanesulfonic acid), Cl.ClCCCN1CCOCC1 (4-(3-chloropropyl)morpholine hydrochloride). Reagents/catalysts: S(=O)(=O)(O)[O-].C(CCC)[N+](CCCC)(CCCC)CCCC (tetrabutylammonium hydrogensulfate). Solvent: CCOCC (ether). Conditions: time 30 minute. Product: CC(N)(CNC(=O)C[C@H]1CC[C@]2(OOC3(O2)C4CC5CC3CC(C4)C5)CC1)C (trioxolane). As a reaction SMILES: C1[C:2]([C@@H:8]2[CH2:26][CH2:25][C@@:11]3([O:15][C@:14]4([CH:20]5[CH2:21][CH:22]6[CH2:24][CH:18]([CH2:19]5)[CH2:17][CH:16]4[CH2:23]6)[O:13][O:12]3)[CH2:10][CH2:9]2)=[CH:3]C=C(O)C=1.[OH-:27].[Na+].Cl.ClCC[CH2:33][N:34]1CCOCC1.[CH3:40]S(O)(=O)=O.[C:45](#[N:47])[CH3:46]>S([O-])(O)(=O)=O.C([N+](CCCC)(CCCC)CCCC)CCC.CCOCC>[CH3:46][C:45]([CH3:40])([CH2:33][NH:34][C:3]([CH2:2][C@@H:8]1[CH2:26][CH2:25][C@:11]2([O:15][C:14]3([CH:16]4[CH2:17][CH:18]5[CH2:24][CH:22]([CH2:23]4)[CH2:21][CH:20]3[CH2:19]5)[O:13][O:12]2)[CH2:10][CH2:9]1)=[O:27])[NH2:47] |f:1.2,3.4,7.8|. Reported procedure: Step 1. To a solution of morpholine (1.0 g, 11.47 mmol) and 1-chloro-3-iodopropane (2.35 g, 11.5 mmol) in dry THF (30 ml) was added activated zinc powder (0.75 g, 11.47 mmol). After the mixture was stirred at rt overnight, it was filtered, washed with EtOAc (20 ml), and concentrated. The residue was dissolved in EtOAc (50 ml), washed with 10% aq. NaHCO3 (10 ml), water (2×10 ml), dried over MgSO4, and concentrated. The residue was dissolved in ether (20 ml) before a 1 M ethereal HCl solution (11.... The reactants are ClCCl, CCCCCC(CO)CC1Cc2cc(F)c(F)cc2C1O, CCCCCC1COC2c3cc(F)c(F)cc3CC2C1, Cc1ccc(S(=O)(=O)Cl)cc1, c1ccncc1. The product is CCCCCC1COC2c3cc(F)c(F)cc3CC2C1. As a reaction SMILES: [Cl:53][CH2:54][Cl:55].[F:1][c:2]1[cH:3][c:4]2[c:8]([cH:9][c:10]1[F:11])[CH:7]([OH:12])[CH:6]([CH2:13][CH:14]([CH2:15][CH2:16][CH2:17][CH2:18][CH3:19])[CH2:20][OH:21])[CH2:5]2.[F:33][c:34]1[cH:35][c:36]2[c:37]([cH:38][c:39]1[F:40])[CH:41]1[O:42][CH2:43][CH:44]([CH2:45][CH2:46][CH2:47][CH2:48][CH3:49])[CH2:50][CH:51]1[CH2:52]2.[c:22]1([CH3:23])[cH:24][cH:25][c:26]([S:27]([Cl:28])(=[O:29])=[O:30])[cH:31][cH:32]1.[cH:56]1[cH:57][cH:58][n:59][cH:60][cH:61]1>>[F:1][c:2]1[cH:3][c:4]2[c:8]([cH:9][c:10]1[F:11])[CH:7]1[CH:6]([CH2:5]2)[CH2:13][CH:14]([CH2:15][CH2:16][CH2:17][CH2:18][CH3:19])[CH2:20][O:21]1. Starting materials: C(C)OC1=CC=C(C=C)C=C1 (4-ethoxystyrene), FC(OC1=CC=C(C=C1)Br)F (4-(difluoromethoxy)bromobenzene), BrC1=CC=C(C=C1)O (4-bromophenol), C1(=C(C=CC=C1)P(C1=C(C=CC=C1)C)C1=C(C=CC=C1)C)C (tri-o-tolylphosphine). The reagents and catalysts are C(C)(=O)[O-].[Pd+2].C(C)(=O)[O-] (palladium(II) acetate). The solvent is C(C)N(CC)CC (triethylamine), C(C)#N (acetonitrile). Run at temperature 0 celsius. Product: C(C)OC1=CC=C(C=C1)C=CC1=CC=C(C=C1)OC(F)F (1-(4-Ethoxyphenyl)-2-(4'-difluoromethoxyphenyl)-ethene). Reaction SMILES: [CH2:1]([O:3][C:4]1[CH:11]=[CH:10][C:7]([CH:8]=[CH2:9])=[CH:6][CH:5]=1)[CH3:2].[F:12][CH:13]([F:22])[O:14][C:15]1[CH:20]=[CH:19][C:18](Br)=[CH:17][CH:16]=1.BrC1C=CC(O)=CC=1.C1(C)C=CC=CC=1P(C1C=CC=CC=1C)C1C=CC=CC=1C>C(#N)C.C([O-])(=O)C.[Pd+2].C([O-])(=O)C.C(N(CC)CC)C>[CH2:1]([O:3][C:4]1[CH:11]=[CH:10][C:7]([CH:8]=[CH:9][C:18]2[CH:19]=[CH:20][C:15]([O:14][CH:13]([F:22])[F:12])=[CH:16][CH:17]=2)=[CH:6][CH:5]=1)[CH3:2] |f:5.6.7|. Reported procedure: 22.2 g of 4-ethoxystyrene, 33.5 g of 4-(difluoromethoxy)bromobenzene (available from 4-bromophenol analogously to Example 1)), 0.67 g of palladium(II) acetate, 20.8 ml of triethylamine and 1.83 g of tri-o-tolylphosphine are heated to boiling in 225 ml of acetonitrile for 24 hours. After cooling to 0° C., the crystals are filtered off with suction and washed with acetonitrile and water. m.p.: 177° C. The reactants are C(C)OC(=O)CCC=1C(=NN(C1)CC=1C=C(C(=O)O)C=CC1)C1=CC=CC=C1 (3-[4-(2-ethoxycarbonylethyl)-3-phenyl-1H-pyrazol-1-ylmethyl]benzoic acid), FC(C1=CC=C(CN)C=C1)(F)F (4-trifluoromethylbenzylamine), O.ON1N=NC2=C1C=CC=C2 (1-hydroxybenzotriazole monohydrate), CCN=C=NCCCN(C)C (WSC). Run in CN(C=O)C (N,N-dimethylformamide), O (water). Reaction conditions: time 18 hour. Yields the product C1(=CC=CC=C1)C1=NN(C=C1CCC(=O)OCC)CC1=CC(=CC=C1)C(=O)NCC1=CC=C(C=C1)C(F)(F)F (ethyl 3-[3-phenyl-1-[3-(4-trifluoromethylbenzylaminocarbonyl)benzyl]-1H-pyrazol-4-yl]propionate). Yield: 90.8%. Reaction SMILES: [CH2:1]([O:3][C:4]([CH2:6][CH2:7][C:8]1[C:9]([C:23]2[CH:28]=[CH:27][CH:26]=[CH:25][CH:24]=2)=[N:10][N:11]([CH2:13][C:14]2[CH:15]=[C:16]([CH:20]=[CH:21][CH:22]=2)[C:17](O)=[O:18])[CH:12]=1)=[O:5])[CH3:2].[F:29][C:30]([F:40])([F:39])[C:31]1[CH:38]=[CH:37][C:34]([CH2:35][NH2:36])=[CH:33][CH:32]=1.O.ON1C2C=CC=CC=2N=N1.CCN=C=NCCCN(C)C>O.CN(C)C=O>[C:23]1([C:9]2[C:8]([CH2:7][CH2:6][C:4]([O:3][CH2:1][CH3:2])=[O:5])=[CH:12][N:11]([CH2:13][C:14]3[CH:22]=[CH:21][CH:20]=[C:16]([C:17]([NH:36][CH2:35][C:34]4[CH:37]=[CH:38][C:31]([C:30]([F:39])([F:40])[F:29])=[CH:32][CH:33]=4)=[O:18])[CH:15]=3)[N:10]=2)[CH:24]=[CH:25][CH:26]=[CH:27][CH:28]=1 |f:2.3|. Procedure details: A mixture of 3-[4-(2-ethoxycarbonylethyl)-3-phenyl-1H-pyrazol-1-ylmethyl]benzoic acid (700 mg), 4-trifluoromethylbenzylamine (390 mg), 1-hydroxybenzotriazole monohydrate (340 mg), WSC (430 mg), and N,N-dimethylformamide (30 ml) was stirred at room temperature for 18 hours. The reaction mixture was poured into water, which was extracted with ethyl acetate. The ethyl acetate layer was washed with water, dried (MgSO4), and concentrated. The residue was subjected to silica gel column chromatography,... Starting materials: CCCOc1cc(CO)ccc1OC, CCOCC, BrP(Br)Br. Product: CCCOc1cc(CBr)ccc1OC. RXN SMILES: [CH2:1]([CH2:2][CH3:3])[O:4][c:5]1[cH:6][c:7]([CH2:8][OH:9])[cH:10][cH:11][c:12]1[O:13][CH3:14].[CH3:19][CH2:20][O:21][CH2:22][CH3:23].[P:15]([Br:16])([Br:17])[Br:18]>>[CH2:1]([CH2:2][CH3:3])[O:4][c:5]1[cH:6][c:7]([CH2:8][Br:16])[cH:10][cH:11][c:12]1[O:13][CH3:14]. Reactants: CC(NCCC(=O)c1ccccc1F)c1ccc(Br)cc1, COC(=O)Cl, CC#N, [K+], [K+], O=C([O-])[O-]. The product is COC(=O)N(CCC(=O)c1ccccc1F)C(C)c1ccc(Br)cc1. As a reaction SMILES: [Br:1][c:2]1[cH:3][cH:4][c:5]([CH:8]([CH3:9])[NH:10][CH2:11][CH2:12][C:13](=[O:14])[c:15]2[c:16]([F:21])[cH:17][cH:18][cH:19][cH:20]2)[cH:6][cH:7]1.[C:28]([O:29][CH3:30])(=[O:31])[Cl:32].[CH3:33][C:34]#[N:35].[K+:22].[K+:23].[O-:24][C:25]([O-:26])=[O:27]>>[Br:1][c:2]1[cH:3][cH:4][c:5]([CH:8]([CH3:9])[N:10]([CH2:11][CH2:12][C:13](=[O:14])[c:15]2[c:16]([F:21])[cH:17][cH:18][cH:19][cH:20]2)[C:28]([O:29][CH3:30])=[O:31])[cH:6][cH:7]1.